This data is from the Open Reaction Database (ORD), a public repository of structured organic reaction records. The task is: describe an organic reaction: reactants, conditions, products, and yield Starting materials: CC1(OC2=CC=C(C=C2C(C1O)OC1=CC(=NC=C1)O)[N+](=O)[O-])C (2,2-dimethyl-4-(2-hydroxy-4-pyridyloxy )-6-nitro-3-chromanol). The reagents and catalysts are [Pd] (Pd-C). The solvent is CO (methanol). The product is CC1(OC2=CC=C(C=C2C(C1O)OC1=CC(=NC=C1)O)N)C (2,2-dimethyl-4-(2-hydroxy-4-pyridyloxy)-6-amino-3-chromanol). Reaction SMILES: [CH3:1][C:2]1([CH3:24])[CH:11]([OH:12])[CH:10]([O:13][C:14]2[CH:19]=[CH:18][N:17]=[C:16]([OH:20])[CH:15]=2)[C:9]2[C:4](=[CH:5][CH:6]=[C:7]([N+:21]([O-])=O)[CH:8]=2)[O:3]1>CO.[Pd]>[CH3:1][C:2]1([CH3:24])[CH:11]([OH:12])[CH:10]([O:13][C:14]2[CH:19]=[CH:18][N:17]=[C:16]([OH:20])[CH:15]=2)[C:9]2[C:4](=[CH:5][CH:6]=[C:7]([NH2:21])[CH:8]=2)[O:3]1. Procedure: A solution of 1 g of 2,2-dimethyl-4-(2-hydroxy-4-pyridyloxy )-6-nitro-3-chromanol in 25 ml of methanol is hydrogenated at 20° and 1 bar on 0.5 g of 5% Pd-C to completion. The mixture is filtered, evaporated and 2,2-dimethyl-4-(2-hydroxy-4-pyridyloxy)-6-amino-3-chromanol is obtained. Reactants: FC=1C=C2C(=CNC2=C(C1)F)C=1CCN(CC1)C (5,7-difluoro-3-(1-methyl-1,2,3,6-tetrahydro-4-pyridinyl)-1H-indole), FC1=CC=C(C=C1)S(=O)(=O)Cl (4-fluorophenylsulfonyl chloride), C[Si](C)(C)[N-][Si](C)(C)C.[Na+] (NaN(TMS)2). The solvent is C1CCOC1 (THF). Product: FC=1C=C2C(=CN(C2=C(C1)F)S(=O)(=O)C1=CC=C(C=C1)F)C=1CCN(CC1)C (5,7-Difluoro-1-(4-fluorophenylsulfonyl)-3-(1-methyl-1,2,3,6-tetrahydro-4-pyridinyl)indole). Reaction SMILES: [F:1][C:2]1[CH:3]=[C:4]2[C:8](=[C:9]([F:11])[CH:10]=1)[NH:7][CH:6]=[C:5]2[C:12]1[CH2:13][CH2:14][N:15]([CH3:18])[CH2:16][CH:17]=1.[F:19][C:20]1[CH:25]=[CH:24][C:23]([S:26](Cl)(=[O:28])=[O:27])=[CH:22][CH:21]=1.C[Si]([N-][Si](C)(C)C)(C)C.[Na+]>C1COCC1>[F:1][C:2]1[CH:3]=[C:4]2[C:8](=[C:9]([F:11])[CH:10]=1)[N:7]([S:26]([C:23]1[CH:24]=[CH:25][C:20]([F:19])=[CH:21][CH:22]=1)(=[O:28])=[O:27])[CH:6]=[C:5]2[C:12]1[CH2:13][CH2:14][N:15]([CH3:18])[CH2:16][CH:17]=1 |f:2.3|. Procedure details: (7.6 mg, 46.4%); from 5,7-difluoro-3-(1-methyl-1,2,3,6-tetrahydro-4-pyridinyl)-1H-indole (Example 4g, 10 mg, 0.04 mmoles) and 4-fluorophenylsulfonyl chloride (11.7 mg, 0.06 mmol) with 1M NaN(TMS)2 (60 μL, 0.06 mmoles) in THF (0.5 mL) at RT.